Task: describe an organic reaction: reactants, conditions, products, and yield. Dataset: the Open Reaction Database (ORD), a public repository of structured organic reaction records The reactants are C1(=CC=CC=C1)NC1=NC(=CC(=N1)CO)C1CC1 (2-phenylamino-4-hydroxymethyl-6-cyclopropylpyrimidine), C(=O)=O (carbon dioxide), C(C)N(CC)S(F)(F)F (diethylaminosulfur trifluoride), ice water, C(O)([O-])=O.[Na+] (sodium hydrogen carbonate). The solvent is ClCCl (dichloromethane), ClCCl (dichloromethane). Yields the product C1(=CC=CC=C1)NC1=NC(=CC(=N1)CF)C1CC1 (2-PHENYLAMINO-4-FLUOROMETHYL-6-CYCLOPROPYLPYRIMIDINE). Reaction SMILES: C(N(S(F)(F)[F:7])CC)C.[C:10]1([NH:16][C:17]2[N:22]=[C:21]([CH2:23]O)[CH:20]=[C:19]([CH:25]3[CH2:27][CH2:26]3)[N:18]=2)[CH:15]=[CH:14][CH:13]=[CH:12][CH:11]=1.C(=O)([O-])O.[Na+].C(=O)=O>ClCCl>[C:10]1([NH:16][C:17]2[N:22]=[C:21]([CH2:23][F:7])[CH:20]=[C:19]([CH:25]3[CH2:27][CH2:26]3)[N:18]=2)[CH:15]=[CH:14][CH:13]=[CH:12][CH:11]=1 |f:2.3|. Reported procedure: 6.1 g (37.8 mmol) of diethylaminosulfur trifluoride in 15 ml of dichloromethane are slowly added dropwise within a period of one hour, with stirring, to a suspension of 9.1 g (37.8 mmol) of 2-phenylamino-4-hydroxymethyl-6-cyclopropylpyrimidine in 80 ml of dichloromethane. After the addition of 50 ml of ice-water, 50 ml of 10% aqueous sodium hydrogen carbonate solution are added dropwise. When the evolution of carbon dioxide has ceased, the organic phase is separated off and the aqueous phase is ... The reactants are C(C)(=O)OCC(=O)NCCN(C)C(=O)C1=C(C=2C(N(C=3C=CC=CC3C2S1)CC(C1=CC=CC=C1)=O)=O)OC (2-({2-[{[3-methoxy-4-oxo-5-(2-oxo-2-phenylethyl)-4,5-dihydrothieno[3,2-c]quinolin-2-yl]carbonyl}(methyl)amino]ethyl}amino)-2-oxoethyl acetate), [OH-].[Na+] (sodium hydroxide), CO (methanol). Solvent: C(O)([O-])=O.[Na+] (sodium hydrogen carbonate), C1CCOC1 (THF). The product is OCC(=O)NCCN(C(=O)C1=C(C=2C(N(C=3C=CC=CC3C2S1)CC(C1=CC=CC=C1)=O)=O)OC)C (N-{2-[(hydroxyacetyl)amino]ethyl}-3-methoxy-N-methyl-4-oxo-5-(2-oxo-2-phenylethyl)-4,5-dihydrothieno[3,2-c]quinoline-2-carboxamide). The yield is 58.2%. As a reaction SMILES: C([O:4][CH2:5][C:6]([NH:8][CH2:9][CH2:10][N:11]([C:13]([C:15]1[S:27][C:26]2[C:25]3[CH:24]=[CH:23][CH:22]=[CH:21][C:20]=3[N:19]([CH2:28][C:29](=[O:36])[C:30]3[CH:35]=[CH:34][CH:33]=[CH:32][CH:31]=3)[C:18](=[O:37])[C:17]=2[C:16]=1[O:38][CH3:39])=[O:14])[CH3:12])=[O:7])(=O)C.[OH-].[Na+].CO>C1COCC1.C(=O)([O-])O.[Na+]>[OH:4][CH2:5][C:6]([NH:8][CH2:9][CH2:10][N:11]([CH3:12])[C:13]([C:15]1[S:27][C:26]2[C:25]3[CH:24]=[CH:23][CH:22]=[CH:21][C:20]=3[N:19]([CH2:28][C:29](=[O:36])[C:30]3[CH:35]=[CH:34][CH:33]=[CH:32][CH:31]=3)[C:18](=[O:37])[C:17]=2[C:16]=1[O:38][CH3:39])=[O:14])=[O:7] |f:1.2,5.6|. Procedure details: A mixed solution of the compound of Example 504 (120 mg, 0.22 mmol) and 4N aqueous sodium hydroxide solution (2 mL) in THF (4 mL)-methanol (4 mL) was stirred at room temperature for 2 hr, the reaction mixture was diluted with saturated aqueous sodium hydrogen carbonate solution, and the mixture was extracted with ethyl acetate. The extract was washed with saturated brine, dried over magnesium sulfate, and concentrated under reduced pressure. Recrystallization of the crude solid from ethyl acetat... Yields the product ClC1=C(C=C(C=C1)Cl)N1CCN(CC1)CC1=CC=C(C=C1)[N+](=O)[O-] (1-(2,5-dichlorophenyl)-4-(p-nitrobenzyl)piperazine). RXN SMILES: [N+:1]([C:4]1[CH:11]=[CH:10][C:7]([CH2:8]Cl)=[CH:6][CH:5]=1)([O-:3])=[O:2].Cl.Cl.[Cl:14][C:15]1[CH:20]=[CH:19][C:18]([Cl:21])=[CH:17][C:16]=1[N:22]1[CH2:27][CH2:26][NH:25][CH2:24][CH2:23]1>C(N(CC)CC)C>[Cl:14][C:15]1[CH:20]=[CH:19][C:18]([Cl:21])=[CH:17][C:16]=1[N:22]1[CH2:23][CH2:24][N:25]([CH2:8][C:7]2[CH:10]=[CH:11][C:4]([N+:1]([O-:3])=[O:2])=[CH:5][CH:6]=2)[CH2:26][CH2:27]1 |f:1.2.3|. The reactants are [N+](=O)([O-])C1=CC=C(CCl)C=C1 (p-nitrobenzyl chloride), Cl.Cl.ClC1=C(C=C(C=C1)Cl)N1CCNCC1 ((2,5-dichlorophenyl)piperazine dihydrochloride). Procedure: In the manner given in Example 1A, p-nitrobenzyl chloride is reacted with (2,5-dichlorophenyl)piperazine dihydrochloride in the presence of triethylamine to give 1-(2,5-dichlorophenyl)-4-(p-nitrobenzyl)piperazine. The solvent is C(C)N(CC)CC (triethylamine). Starting materials: ClC=1C(=CC(=NC1)C(=O)O)OCC1CC1 (5-chloro-4-cyclopropylmethoxy-pyridine-2-carboxylic acid), NC(CO)(CC)C (2-amino-2-methyl-1-butanol). The product is OCC(CC)(C)NC(=O)C1=NC=C(C(=C1)OCC1CC1)Cl (5-Chloro-4-cyclopropylmethoxy-pyridine-2-carboxylic acid (1-hydroxymethyl-1-methyl-propyl)-amide). As a reaction SMILES: [Cl:1][C:2]1[C:3]([O:11][CH2:12][CH:13]2[CH2:15][CH2:14]2)=[CH:4][C:5]([C:8]([OH:10])=O)=[N:6][CH:7]=1.[NH2:16][C:17]([CH3:22])([CH2:20][CH3:21])[CH2:18][OH:19]>>[OH:19][CH2:18][C:17]([NH:16][C:8]([C:5]1[CH:4]=[C:3]([O:11][CH2:12][CH:13]2[CH2:15][CH2:14]2)[C:2]([Cl:1])=[CH:7][N:6]=1)=[O:10])([CH3:22])[CH2:20][CH3:21]. Procedure details: The title compound was synthesized in analogy to Example 1, using 5-chloro-4-cyclopropylmethoxy-pyridine-2-carboxylic acid and 2-amino-2-methyl-1-butanol (CAN 10196-30-2) as starting materials and isolated (75 mg, 55%) as colorless oil; LC-MS (UV peak area, m/z) 100%, 313.1322 (MH+).